From a dataset of the Open Reaction Database (ORD), a public repository of structured organic reaction records. describe an organic reaction: reactants, conditions, products, and yield The reactants are CCCN(CCC)CCCc1cccc(-c2ccc(CN3C(=O)c4ccccc4C3=O)cc2)n1, CO, ClC(Cl)Cl, NN, O. RXN SMILES: [CH2:3]([CH2:4][CH3:5])[N:6]([CH2:7][CH2:8][CH2:9][c:10]1[cH:11][cH:12][cH:13][c:14](-[c:16]2[cH:17][cH:18][c:19]([CH2:20][N:21]3[C:22](=[O:23])[c:24]4[c:25]([cH:26][cH:27][cH:28][cH:29]4)[C:30]3=[O:31])[cH:32][cH:33]2)[n:15]1)[CH2:34][CH2:35][CH3:36].[CH3:1][OH:2].[CH:40]([Cl:41])([Cl:42])[Cl:43].[NH2:38][NH2:39].[OH2:37]>>[CH2:3]([CH2:4][CH3:5])[N:6]([CH2:7][CH2:8][CH2:9][c:10]1[cH:11][cH:12][cH:13][c:14](-[c:16]2[cH:17][cH:18][c:19]([CH2:20][NH2:21])[cH:32][cH:33]2)[n:15]1)[CH2:34][CH2:35][CH3:36]. Yields the product CCCN(CCC)CCCc1cccc(-c2ccc(CN)cc2)n1. The reactants are hydrochloride salt, N(=[N+]=[N-])CC1OC2=C(C1)C=CC=C2C2=CC(=CC=C2)C ((±)-2-(azidomethyl)-7-(3-methylphenyl)-2,3-dihydro-1-benzofuran). The reagents and catalysts are [Pd] (palladium on carbon). Yields the product CC=1C=C(C=CC1)C1=CC=CC=2CC(OC21)CN ((±)-1-[7-(3-methylphenyl)-2,3-dihydro-1-benzofuran-2-yl]methanamine). Yield: 71.0%. Reaction SMILES: [N:1]([CH2:4][CH:5]1[CH2:9][C:8]2[CH:10]=[CH:11][CH:12]=[C:13]([C:14]3[CH:19]=[CH:18][CH:17]=[C:16]([CH3:20])[CH:15]=3)[C:7]=2[O:6]1)=[N+]=[N-]>[Pd]>[CH3:20][C:16]1[CH:15]=[C:14]([C:13]2[C:7]3[O:6][CH:5]([CH2:4][NH2:1])[CH2:9][C:8]=3[CH:10]=[CH:11][CH:12]=2)[CH:19]=[CH:18][CH:17]=1. Procedure: Treatment of (±)-[7-(3-methylphenyl)-2,3-dihydro-1-benzofuran-2-yl]methyl 4-methylbenzenesulfonate (0.90 g, 2.27 mmol) with sodium azide (0.44 g, 6.84 mmol) generally according to the procedure described for Intermediate 98 gave (±)-2-(azidomethyl)-7-(3-methylphenyl)-2,3-dihydro-1-benzofuran. Treatment of the azide with palladium on carbon (10%, 0.060 g) generally according to the procedure described for Example 1 afforded 0.444 g (71%) of (±)-1-[7-(3-methylphenyl)-2,3-dihydro-1-benzofuran-2-yl]... The reactants are C(C1=CC=CC=C1)OCCCCC(=O)C1=CC=C(C=C1)[N+](=O)[O-] (5-benzyloxy 1-para-nitrophenyl 1-pentanone), [Cl-].[NH4+] (ammonium chloride). The reagents and catalysts are [Fe] (iron). Solvent: C(C)O (ethanol), aqueous solution. Product: C(C1=CC=CC=C1)OCCCCC(=O)C1=CC=C(C=C1)N (5-benzyloxy 1-para-aminophenyl 1-pentanone). As a reaction SMILES: [CH2:1]([O:8][CH2:9][CH2:10][CH2:11][CH2:12][C:13]([C:15]1[CH:20]=[CH:19][C:18]([N+:21]([O-])=O)=[CH:17][CH:16]=1)=[O:14])[C:2]1[CH:7]=[CH:6][CH:5]=[CH:4][CH:3]=1.[Cl-].[NH4+]>[Fe].C(O)C>[CH2:1]([O:8][CH2:9][CH2:10][CH2:11][CH2:12][C:13]([C:15]1[CH:16]=[CH:17][C:18]([NH2:21])=[CH:19][CH:20]=1)=[O:14])[C:2]1[CH:3]=[CH:4][CH:5]=[CH:6][CH:7]=1 |f:1.2|. Reported procedure: A mixture of 23 g of formula (IX) compound obtained in the preceding example and 23 g of powdered iron in 200 ml of an aqueous solution of 10% ammonium chloride and 20 ml of ethanol was left under agitation for an hour at room temperature. Then it was extracted with methylene chloride, filtered, the filtrate was washed with water, dried on sodium sulfate, filtered, the filtrate was evaporated and the residue crystallized in a mixture of ethyl acetate and isopropylic ether. 18.6 g of the expected...